From a dataset of the Open Reaction Database (ORD), a public repository of structured organic reaction records. describe an organic reaction: reactants, conditions, products, and yield Starting materials: CCN(C(C)C)C(C)C, ClCCl, Cn1ncc(NC(=O)Oc2ccccc2)c1NC(c1ccccc1)(c1ccccc1)c1ccccc1, CC(C)(C)OC(=O)NC1CCNC1. The product is Cn1ncc(NC(=O)N2CCC(NC(=O)OC(C)(C)C)C2)c1NC(c1ccccc1)(c1ccccc1)c1ccccc1. RXN SMILES: [CH2:50]([N:51]([CH:52]([CH3:53])[CH3:54])[CH:55]([CH3:56])[CH3:57])[CH3:58].[CH2:59]([Cl:60])[Cl:61].[CH3:1][n:2]1[n:3][cH:4][c:5]([NH:27][C:28]([O:29][c:31]2[cH:32][cH:33][cH:34][cH:35][cH:36]2)=[O:30])[c:6]1[NH:7][C:8]([c:9]1[cH:10][cH:11][cH:12][cH:13][cH:14]1)([c:15]1[cH:16][cH:17][cH:18][cH:19][cH:20]1)[c:21]1[cH:22][cH:23][cH:24][cH:25][cH:26]1.[NH:37]1[CH2:38][CH:39]([NH:42][C:43]([O:44][C:45]([CH3:46])([CH3:47])[CH3:48])=[O:49])[CH2:40][CH2:41]1>>[CH3:1][n:2]1[n:3][cH:4][c:5]([NH:27][C:28](=[O:29])[N:37]2[CH2:38][CH:39]([NH:42][C:43]([O:44][C:45]([CH3:46])([CH3:47])[CH3:48])=[O:49])[CH2:40][CH2:41]2)[c:6]1[NH:7][C:8]([c:9]1[cH:10][cH:11][cH:12][cH:13][cH:14]1)([c:15]1[cH:16][cH:17][cH:18][cH:19][cH:20]1)[c:21]1[cH:22][cH:23][cH:24][cH:25][cH:26]1. Starting materials: ClC=1N(C2=CC=CC=C2C1C=O)C1=CC=CC=C1 (2-Chloro-1-phenyl-1H-indole-3-carboxaldehyde), N1CCCCCC1 (azepane). Procedure: 2-Chloro-1-phenyl-1H-indole-3-carboxaldehyde is reacted with azepane as described in Example 2 to give the title compound (42% yield). NMR (CDCl3) 10.25 (1H, s), 8.23 (1H, d), 7.58 (2H, m), 7.51 (1H, m), 7.39 (2H, d), 7.25 (1H, m), 7.15 (1H, t), 6.98 (1H, d), 3.50 (4H, m), 2.55 (4H, m), 2.33 (3H, s), 1.78 (2H, m). Isolated yield 42.0%. Reaction SMILES: Cl[C:2]1[N:3]([C:13]2[CH:18]=[CH:17][CH:16]=[CH:15][CH:14]=2)[C:4]2[C:9]([C:10]=1[CH:11]=[O:12])=[CH:8][CH:7]=[CH:6][CH:5]=2.[NH:19]1[CH2:25][CH2:24][CH2:23][CH2:22][CH2:21][CH2:20]1>>[N:19]1([C:2]2[N:3]([C:13]3[CH:18]=[CH:17][CH:16]=[CH:15][CH:14]=3)[C:4]3[C:9]([C:10]=2[CH:11]=[O:12])=[CH:8][CH:7]=[CH:6][CH:5]=3)[CH2:25][CH2:24][CH2:23][CH2:22][CH2:21][CH2:20]1. Yields the product N1(CCCCCC1)C=1N(C2=CC=CC=C2C1C=O)C1=CC=CC=C1 (2-(Azepan-1-yl)-1-phenyl-1H-indole-3-carboxaldehyde). Procedure: A solution of potassium t-butoxide (4.5 g, 0.04 mol) in tetrahydrofuran is treated dropwise with a solution of ethyl 4-(trifluoromethyl)pyrrole-3-carboxylate (8.3 g, 0.04 mol) in tetrahydrofuran over a 20 minute period at 20°-25° C., stirred for 30 minutes, treated dropwise with methyl iodide (5.7 g, 0.04 mol), stirred at room temperature for 24 hours and poured into water. The resultant mixture is extracted with ether and the combined extracts are washed with brine, dried (MgSO4) and concentrat... Reaction conditions: time 30 minute. The reactants are CC(C)([O-])C.[K+] (potassium t-butoxide), FC(C=1C(=CNC1)C(=O)OCC)(F)F (ethyl 4-(trifluoromethyl)pyrrole-3-carboxylate), O (water), CI (methyl iodide). Run in O1CCCC1 (tetrahydrofuran), O1CCCC1 (tetrahydrofuran). Product: CN1C=C(C(=C1)C(F)(F)F)C(=O)OCC (ethyl 1-methyl-4-(trifluoromethyl)pyrrole-3-carboxylate). As a reaction SMILES: [CH3:1]C(C)([O-])C.[K+].[F:7][C:8]([F:20])([F:19])[C:9]1[C:10]([C:14]([O:16][CH2:17][CH3:18])=[O:15])=[CH:11][NH:12][CH:13]=1.CI.O>O1CCCC1>[CH3:1][N:12]1[CH:13]=[C:9]([C:8]([F:7])([F:19])[F:20])[C:10]([C:14]([O:16][CH2:17][CH3:18])=[O:15])=[CH:11]1 |f:0.1|. Procedure details: A solution of LiOH (1.5 mmol) in water (1 ml) was added to 5-(naphthalene-2-yl)-isophthalic acid dimethylester (160 mg, 0.5 mmol) suspended in 5 ml EtOH. The mixture was stirred at room temperature. The reaction was monitored by TLC until completion. 1.5 ml 1 M HCl solution was added and the precipitation was collected. The product was used in next step without further purification Reactants: [Li+].[OH-] (LiOH), COC(C1=CC(C(=O)OC)=CC(=C1)C1=CC2=CC=CC=C2C=C1)=O (5-(naphthalene-2-yl)-isophthalic acid dimethylester), Cl (HCl). As a reaction SMILES: [Li+].[OH-].C[O:4][C:5](=[O:26])[C:6]1[CH:15]=[C:14]([C:16]2[CH:25]=[CH:24][C:23]3[C:18](=[CH:19][CH:20]=[CH:21][CH:22]=3)[CH:17]=2)[CH:13]=[C:8]([C:9]([O:11]C)=[O:10])[CH:7]=1.Cl>O.CCO>[CH:17]1[C:18]2[C:23](=[CH:22][CH:21]=[CH:20][CH:19]=2)[CH:24]=[CH:25][C:16]=1[C:14]1[CH:13]=[C:8]([C:9]([OH:11])=[O:10])[CH:7]=[C:6]([CH:15]=1)[C:5]([OH:26])=[O:4] |f:0.1|. Run in CCO (EtOH), O (water). The product is C1=C(C=CC2=CC=CC=C12)C=1C=C(C=C(C(=O)O)C1)C(=O)O (5-(naphthalene-2-yl)-isophthalic acid). The reactants are [Cu+2], CSc1ccc(N)cc1F, O=[N+]([O-])[O-], O=[N+]([O-])[O-], O=N[O-], [Na+], C1CCOC1, O, O=S(=O)(O)O. Yields the product CSc1ccc(O)cc1F. RXN SMILES: [Cu+2:30].[F:6][c:7]1[cH:8][c:9]([NH2:15])[cH:10][cH:11][c:12]1[S:13][CH3:14].[N+:26]([O-:27])([O-:28])=[O:29].[N+:31]([O-:32])([O-:33])=[O:34].[N:21]([O-:22])=[O:23].[Na+:24].[O:16]1[CH2:17][CH2:18][CH2:19][CH2:20]1.[OH2:25].[S:1](=[O:2])(=[O:3])([OH:4])[OH:5]>>[F:6][c:7]1[cH:8][c:9]([OH:16])[cH:10][cH:11][c:12]1[S:13][CH3:14]. Reactants: [nH]1c(nc2c(c1=O)C[C@H](CN2)CCc1sc(cc1C)C(=O)N[C@H](C(OCc1ccccc1)=O)CCc1nnnn1Cc1ccccc1)N. The reagents and catalysts are c1ccc(cc1)-c2c3ccccc3cc4ccccc24 (9-Phenylanthracene), Cl (HCl), 10%% Pd/C (dry). Solvent: CO (MeOH), O (H2O). Run at temperature 80 celsius, time 18 hour. Product: Cc1cc(sc1CC[C@H]2CNC3=C(C2)C(=O)NC(=N3)N)C(=O)N[C@@H](CCc4nnn[nH]4)C(=O)O. Reaction SMILES: [CH3:1][c:2]1[c:6]([CH2:7][CH2:8][C@@H:9]2[CH2:14][C:13]3=[C:12]([N:19]=[C:18]([NH2:20])[NH:17][C:15]3=[O:16])[NH:11][CH2:10]2)[s:5][c:4]([C:21]([NH:23][C@H:24]([C:32]([O:34]Cc4ccccc4)=[O:33])[CH2:25][CH2:26][c:27]5[n:31](Cc6ccccc6)[n:30][n:29][n:28]5)=[O:22])[cH:3]1>>[CH3:1][c:2]1[c:6]([CH2:7][CH2:8][C@@H:9]2[CH2:14][C:13]3=[C:12]([N:19]=[C:18]([NH2:20])[NH:17][C:15]3=[O:16])[NH:11][CH2:10]2)[s:5][c:4]([C:21]([NH:23][C@H:24]([C:32]([OH:34])=[O:33])[CH2:25][CH2:26][c:27]4[nH:31][n:30][n:29][n:28]4)=[O:22])[cH:3]1. The reactants are ClC1=CC=C(C=C1)NC(=O)N[C@H](C(C)(SC)C)C(=O)N1CCC(CC1)N1C(N2C(C1)=CN=C2C)=O (N—(4-chlorophenyl)—N′—((1S)-2-methyl-1-((4-(5-methyl-3-oxo-1H-imidazo[1,5-c]imidazol-2(3H)-yl)-1-piperidinyl)carbonyl)-2-(methylthio)propyl)urea), CS(=O)(=O)O (methanesulfonic acid), ClC1=CC(=CC=C1)C(=O)OO (3-chloroperbenzoic acid), S(=O)([O-])[O-].[Na+].[Na+] (sodium sulfite), C(O)([O-])=O.[Na+] (sodium hydrogen carbonate). Run in ClCCl (dichloromethane). Run at temperature 0 celsius. Yields the product ClC1=CC=C(C=C1)NC(=O)N[C@H](C(C)(S(=O)C)C)C(=O)N1CCC(CC1)N1C(N2C(C1)=CN=C2C)=O (N—(4-chlorophenyl)—N′—((1S)-2-methyl-1-((4-(5-methyl-3-oxo-1H-imidazo[1,5-c]imidazol-2(3H)-yl)-1-piperidinyl)carbonyl)-2-(methylsulfinyl)propyl)urea), ClC1=CC=C(C=C1)NC(=O)N[C@H](C(C)(S(=O)(=O)C)C)C(=O)N1CCC(CC1)N1C(N2C(C1)=CN=C2C)=O (N—(4-chlorophenyl)—N′—((1S)-2-methyl-1-((4-(5-methyl-3-oxo-1H-imidazo[1,5-c]imidazol-2(3H)-yl)-1-piperidinyl)carbonyl)-2-(methylsulfonyl)propyl)urea). Isolated yield 22.0%. RXN SMILES: [Cl:1][C:2]1[CH:7]=[CH:6][C:5]([NH:8][C:9]([NH:11][C@@H:12]([C:18]([N:20]2[CH2:25][CH2:24][CH:23]([N:26]3[CH2:30][C:29]4=[CH:31][N:32]=[C:33]([CH3:34])[N:28]4[C:27]3=[O:35])[CH2:22][CH2:21]2)=[O:19])[C:13]([CH3:17])([S:15][CH3:16])[CH3:14])=[O:10])=[CH:4][CH:3]=1.[CH3:36][S:37]([OH:40])(=O)=[O:38].ClC1C=CC=C(C(OO)=O)C=1.S([O-])([O-])=O.[Na+].[Na+].C(=O)([O-])O.[Na+]>ClCCl>[Cl:1][C:2]1[CH:3]=[CH:4][C:5]([NH:8][C:9]([NH:11][C@@H:12]([C:18]([N:20]2[CH2:25][CH2:24][CH:23]([N:26]3[CH2:30][C:29]4=[CH:31][N:32]=[C:33]([CH3:34])[N:28]4[C:27]3=[O:35])[CH2:22][CH2:21]2)=[O:19])[C:13]([CH3:14])([S:15]([CH3:16])=[O:38])[CH3:17])=[O:10])=[CH:6][CH:7]=1.[Cl:1][C:2]1[CH:3]=[CH:4][C:5]([NH:8][C:9]([NH:11][C@@H:12]([C:18]([N:20]2[CH2:25][CH2:24][CH:23]([N:26]3[CH2:30][C:29]4=[CH:31][N:32]=[C:33]([CH3:34])[N:28]4[C:27]3=[O:35])[CH2:22][CH2:21]2)=[O:19])[C:13]([CH3:14])([S:37]([CH3:36])(=[O:40])=[O:38])[CH3:17])=[O:10])=[CH:6][CH:7]=1 |f:3.4.5,6.7|. Reported procedure: N—(4-Chlorophenyl)—N′—((1S)-2-methyl-1-((4-(5-methyl-3-oxo-1H-imidazo[1,5-c]imidazol-2(3H)-yl)-1-piperidinyl)carbonyl)-2-(methylthio)propyl)urea (0.52 g) obtained in Example 38 and methanesulfonic acid (0.06 ml) were dissolved in dichloromethane (20 ml). While the mixture was cooled to 0° C., 3-chloroperbenzoic acid (70%; 0.42 g) was added thereto, and mixed at 0° C. for 3 hours. To the reaction mixture was added an aqueous sodium sulfite solution, and mixed for 30 minutes. Then, an aqueous sodi... Starting materials: ice water, C(C)(=S)[O-].[Na+] (Sodium thioacetate), ice, BrCC1=NC2=CC(=C(C(=C2C(N1C1=C(C=CC=C1)Cl)=O)C)C(=O)OCC)C (2-bromomethyl-3-(2-chlorophenyl)-6-ethoxycarbonyl-5,7-dimethyl-4(3H)-quinazolinone). Solvent: CN(C=O)C (dimethylformamide). Run at time 30 minute. Product: C(C)(=O)SCC1=NC2=CC(=C(C(=C2C(N1C1=C(C=CC=C1)Cl)=O)C)C(=O)OCC)C (2-(acetylmercaptomethyl)-3-(2-chlorophenyl)-6-ethoxycarbonyl-5,7-dimethyl-4(3H)-quinazolinone). The yield is 62.6%. As a reaction SMILES: [C:1]([O-:4])(=[S:3])[CH3:2].[Na+].Br[CH2:7][C:8]1[N:17]([C:18]2[CH:23]=[CH:22][CH:21]=[CH:20][C:19]=2[Cl:24])[C:16](=[O:25])[C:15]2[C:10](=[CH:11][C:12]([CH3:32])=[C:13]([C:27]([O:29][CH2:30][CH3:31])=[O:28])[C:14]=2[CH3:26])[N:9]=1>CN(C)C=O>[C:1]([S:3][CH2:7][C:8]1[N:17]([C:18]2[CH:23]=[CH:22][CH:21]=[CH:20][C:19]=2[Cl:24])[C:16](=[O:25])[C:15]2[C:10](=[CH:11][C:12]([CH3:32])=[C:13]([C:27]([O:29][CH2:30][CH3:31])=[O:28])[C:14]=2[CH3:26])[N:9]=1)(=[O:4])[CH3:2] |f:0.1|. Reported procedure: Sodium thioacetate (235 mg) was added to an ice-cooled, stirred solution of 1 g of 2-bromomethyl-3-(2-chlorophenyl)-6-ethoxycarbonyl-5,7-dimethyl-4(3H)-quinazolinone in 4 ml of dimethylformamide. After stirring for an additional 30 minutes, the mixture was poured into ice-water. The resulting precipitate was filtered off, washed with water, and dried in vacuo. The crude product was chromatographed on a column of silica gel using 5% ethyl acetate in benzene as an eluent to give 619 mg (yield, 62....